From a dataset of the Open Reaction Database (ORD), a public repository of structured organic reaction records. describe an organic reaction: reactants, conditions, products, and yield Reactants: ClC1=CC=C(C=C1)NC(=O)NCC1CNCCO1 (N-(4-Chlorophenyl)-N′-(morpholin-2-ylmethyl)urea), BrCCOC1=CC=C(C=C1)F (1-(2-bromoethoxy)-4-fluorobenzene). Product: ClC1=CC=C(C=C1)NC(=O)NCC1CN(CCO1)CCOC1=CC=C(C=C1)F (N-(4-Chlorophenyl)-N′-({4-[2-(4-fluorophenoxy)ethyl]morpholin-2-yl}methyl)urea). The yield is 46.3%. As a reaction SMILES: [Cl:1][C:2]1[CH:7]=[CH:6][C:5]([NH:8][C:9]([NH:11][CH2:12][CH:13]2[O:18][CH2:17][CH2:16][NH:15][CH2:14]2)=[O:10])=[CH:4][CH:3]=1.Br[CH2:20][CH2:21][O:22][C:23]1[CH:28]=[CH:27][C:26]([F:29])=[CH:25][CH:24]=1>>[Cl:1][C:2]1[CH:7]=[CH:6][C:5]([NH:8][C:9]([NH:11][CH2:12][CH:13]2[O:18][CH2:17][CH2:16][N:15]([CH2:20][CH2:21][O:22][C:23]3[CH:28]=[CH:27][C:26]([F:29])=[CH:25][CH:24]=3)[CH2:14]2)=[O:10])=[CH:4][CH:3]=1. Procedure: Example 40 was prepared in an analogous manner to Example 19 using a mixture of Intermediate 9 (0.01 g) and 1-(2-bromoethoxy)-4-fluorobenzene (0.0089 g) to give the title compound (0.007 g). LC-MS (System A): Rt 2.69 mins, Mass Spectrum m/z 408 [MH+]. The reactants are FC=1C=C(C=O)C=CC1 (3-fluorobenzaldehyde), C(CC(=O)O)(=O)O (malonic acid), N1CCCCC1 (piperidine), ice water, Cl (hydrochloric acid). Solvent: N1=CC=CC=C1 (pyridine). Product: FC=1C=C(C=CC(=O)O)C=CC1 (3-fluorocinnamic acid). The yield is 84.4%. As a reaction SMILES: [F:1][C:2]1[CH:3]=[C:4]([CH:7]=[CH:8][CH:9]=1)[CH:5]=O.C(O)(=O)[CH2:11][C:12]([OH:14])=[O:13].N1CCCCC1.Cl>N1C=CC=CC=1>[F:1][C:2]1[CH:3]=[C:4]([CH:7]=[CH:8][CH:9]=1)[CH:5]=[CH:11][C:12]([OH:14])=[O:13]. Procedure details: A solution of 3-fluorobenzaldehyde (10 g), malonic acid (15.6 g) and piperidine (0.7 ml) in pyridine (35 ml) was heated at reflux for 3.5 hours. After cooling to room temperature, the reaction mixture was added to a mixture of ice water (210 ml) and conc. hydrochloric acid (56 ml). The precipitate was isolated by filtration and recrystallized from methanol/water to give 3-fluorocinnamic acid (11.3 g). Starting materials: O (Water), N1=CC(=CC=C1)NC(OCC(Cl)(Cl)Cl)=O (2,2,2-trichloroethyl pyridin-3-ylcarbamate), ClC=1C=C(C=CC1)C=1N=C(SC1)N1CCNCC1 (1-[4-(3-chlorophenyl)-1,3-thiazol-2-yl]piperazine), C(C)(C)N(CC)C(C)C (diisopropylethylamine). The solvent is CS(=O)C (dimethyl sulfoxide). Reaction conditions: temperature 70 celsius, time 15 hour. Yields the product C(#N)C=1C=C(C=CC1)C=1N=C(SC1)N1CCN(CC1)C(=O)NC=1C=NC=CC1 (4-[4-(3-Cyanophenyl)-1,3-thiazol-2-yl]-N-pyridin-3-ylpiperazine-1-carboxamide). The yield is 26.5%. Reaction SMILES: [N:1]1[CH:6]=[CH:5][CH:4]=[C:3]([NH:7][C:8](=[O:15])OCC(Cl)(Cl)Cl)[CH:2]=1.Cl[C:17]1[CH:18]=[C:19]([C:23]2[N:24]=[C:25]([N:28]3[CH2:33][CH2:32][NH:31][CH2:30][CH2:29]3)[S:26][CH:27]=2)[CH:20]=[CH:21][CH:22]=1.[CH:34]([N:37](C(C)C)CC)(C)C.O>CS(C)=O>[C:34]([C:17]1[CH:18]=[C:19]([C:23]2[N:24]=[C:25]([N:28]3[CH2:33][CH2:32][N:31]([C:8]([NH:7][C:3]4[CH:2]=[N:1][CH:6]=[CH:5][CH:4]=4)=[O:15])[CH2:30][CH2:29]3)[S:26][CH:27]=2)[CH:20]=[CH:21][CH:22]=1)#[N:37]. Procedure: A mixture of 2,2,2-trichloroethyl pyridin-3-ylcarbamate (219 mg, 0.814 mmol), 1-[4-(3-chlorophenyl)-1,3-thiazol-2-yl]piperazine (200 mg, 0.740 mmol) and diisopropylethylamine (0.258 ml, 1.48 mmol) in dimethyl sulfoxide (2.5 ml) was stirred at 70° C. for 15 hours. Water was poured to the reaction mixture, and the mixture was extracted with ethyl acetate. The extract was washed with water, and dried over anhydrous magnesium sulfate, and the solvent was distilled off under reduced pressure. The res...